From a dataset of the Open Reaction Database (ORD), a public repository of structured organic reaction records. describe an organic reaction: reactants, conditions, products, and yield Starting materials: Cl (hydrochloric acid), O (water), CC(CC(=O)OC)(C(C=C(Cl)Cl)Cl)C (methyl 3,3-dimethyl-4,6,6-trichloro-5-hexenoate). The solvent is CO (methanol), [OH-].[Na+] (sodium hydroxide), CO (methanol). Run at time 30 minute. Yields the product CC1(CC(=O)OC1C=C(Cl)Cl)C (3,3-dimethyl-4-(2',2'-dichlorovinyl)-4-butanolide), CC1(C(C1C=C(Cl)Cl)C(=O)O)C (2,2-dimethyl-3-(2',2'-dichlorovinyl) cyclopropanecarboxylic acid). Isolated yield 53.0%. RXN SMILES: [CH3:1][C:2]([CH3:14])([CH:8](Cl)[CH:9]=[C:10]([Cl:12])[Cl:11])[CH2:3][C:4]([O:6]C)=[O:5].O.Cl>CO.[OH-].[Na+]>[CH3:1][C:2]1([CH3:14])[CH:8]([CH:9]=[C:10]([Cl:12])[Cl:11])[O:6][C:4](=[O:5])[CH2:3]1.[CH3:1][C:2]1([CH3:14])[CH:8]([CH:9]=[C:10]([Cl:12])[Cl:11])[CH:3]1[C:4]([OH:6])=[O:5] |f:4.5|. Reported procedure: In 80 parts of methanol was dissolved 12.0 parts of sodium hydroxide and, at the reflux temperature of methanol, 51.9 parts of methyl 3,3-dimethyl-4,6,6-trichloro-5-hexenoate was added dropwise to the above solution over a period of 30 minutes, followed by stirring the mixture at that temperature for 30 minutes. Then, about 50 parts of water was added and, after refluxing for about 30 minutes, the reaction mixture was allowed to cool and neutralized with concentrated hydrochloric acid. The metha... Starting materials: C1CCOC1, CO, Cl, CCCSc1ccc(C(N=[N+]=[N-])C(C)(C)C)cc1, O, c1ccc(P(c2ccccc2)c2ccccc2)cc1. Product: CCCSc1ccc(C(N)C(C)(C)C)cc1. Reaction SMILES: [CH2:40]1[O:41][CH2:42][CH2:43][CH2:44]1.[CH3:45][OH:46].[ClH:39].[N:1](=[N+:2]=[N-:3])[CH:4]([C:5]([CH3:6])([CH3:7])[CH3:8])[c:9]1[cH:10][cH:11][c:12]([S:15][CH2:16][CH2:17][CH3:18])[cH:13][cH:14]1.[OH2:38].[c:19]1([P:20]([c:21]2[cH:22][cH:23][cH:24][cH:25][cH:26]2)[c:27]2[cH:28][cH:29][cH:30][cH:31][cH:32]2)[cH:33][cH:34][cH:35][cH:36][cH:37]1>>[NH2:1][CH:4]([C:5]([CH3:6])([CH3:7])[CH3:8])[c:9]1[cH:10][cH:11][c:12]([S:15][CH2:16][CH2:17][CH3:18])[cH:13][cH:14]1. The reactants are OCC1=CC=C(OCC=2C=C(C=CC2)C2=C(C=C(C=C2C)OCC(=O)C)C)C=C1 (1-[(3′-{[4-(hydroxymethyl)phenoxy]methyl}-2,6-dimethylbiphenyl-4-yl)oxy]acetone), C[Mg]I (methylmagnesium iodide). The solvent is C1CCOC1 (THF), C1CCOC1 (THF). Reaction conditions: time 30 minute. Product: OCC1=CC=C(OCC=2C=C(C=CC2)C2=C(C=C(C=C2C)OCC(C)(O)C)C)C=C1 (1-[(3′-{[4-(hydroxymethyl)phenoxy]methyl}-2,6-dimethylbiphenyl-4-yl)oxy]-2-methylpropan-2-ol). As a reaction SMILES: [CH3:1][Mg]I.[OH:4][CH2:5][C:6]1[CH:32]=[CH:31][C:9]([O:10][CH2:11][C:12]2[CH:13]=[C:14]([C:18]3[C:23]([CH3:24])=[CH:22][C:21]([O:25][CH2:26][C:27]([CH3:29])=[O:28])=[CH:20][C:19]=3[CH3:30])[CH:15]=[CH:16][CH:17]=2)=[CH:8][CH:7]=1>C1COCC1>[OH:4][CH2:5][C:6]1[CH:7]=[CH:8][C:9]([O:10][CH2:11][C:12]2[CH:13]=[C:14]([C:18]3[C:19]([CH3:30])=[CH:20][C:21]([O:25][CH2:26][C:27]([CH3:1])([OH:28])[CH3:29])=[CH:22][C:23]=3[CH3:24])[CH:15]=[CH:16][CH:17]=2)=[CH:31][CH:32]=1. Procedure: In an atmosphere of nitrogen, a THF solution of methylmagnesium iodide was dropwise added under ice-cooling to a THF solution of 1-[(3′-{[4-(hydroxymethyl)phenoxy]methyl}-2,6-dimethylbiphenyl-4-yl)oxy]acetone, followed by stirring at room temperature for 30 minute to obtain 1-[(3′-{[4-(hydroxymethyl)phenoxy]methyl}-2,6-dimethylbiphenyl-4-yl)oxy]-2-methylpropan-2-ol. Reactants: C1CO1, [Li]CCCC, C1CCOC1, CC(C)S(=O)(=O)c1ccccc1. Product: CC(C)(CCO)S(=O)(=O)c1ccccc1. Reaction SMILES: [CH2:18]1[CH2:19][O:20]1.[CH2:1]([Li:2])[CH2:3][CH2:4][CH3:5].[O:21]1[CH2:22][CH2:23][CH2:24][CH2:25]1.[c:6]1([S:12](=[O:13])(=[O:14])[CH:15]([CH3:16])[CH3:17])[cH:7][cH:8][cH:9][cH:10][cH:11]1>>[c:6]1([S:12](=[O:13])(=[O:14])[C:15]([CH3:16])([CH3:17])[CH2:19][CH2:18][OH:20])[cH:7][cH:8][cH:9][cH:10][cH:11]1. Starting materials: C(C)OC(=O)CCCCCC1=C(N(C2=CC=C(C=C12)Cl)C)C=1C=NC=CC1 (3-(5-ethoxycarbonylpentyl)-5-chloro-1-methyl-2-(3-pyridyl)indole), [H-].[Al+3].[Li+].[H-].[H-].[H-] (lithium aluminum hydride), [Cl-].[NH4+] (ammonium chloride). The solvent is O1CCCC1 (tetrahydrofuran), O1CCCC1 (tetrahydrofuran). Run at time 1 hour. The product is Cl.OCCCCCCC1=C(N(C2=CC=C(C=C12)Cl)C)C=1C=NC=CC1 (3-(6-Hydroxyhexyl)-5-chloro-1-methyl-2-(3-pyridyl)indole hydrochloride). Reaction SMILES: [H-].[Al+3].[Li+].[H-].[H-].[H-].C([O:9][C:10]([CH2:12][CH2:13][CH2:14][CH2:15][CH2:16][C:17]1[C:25]2[C:20](=[CH:21][CH:22]=[C:23]([Cl:26])[CH:24]=2)[N:19]([CH3:27])[C:18]=1[C:28]1[CH:29]=[N:30][CH:31]=[CH:32][CH:33]=1)=O)C.[Cl-].[NH4+]>O1CCCC1>[ClH:26].[OH:9][CH2:10][CH2:12][CH2:13][CH2:14][CH2:15][CH2:16][C:17]1[C:25]2[C:20](=[CH:21][CH:22]=[C:23]([Cl:26])[CH:24]=2)[N:19]([CH3:27])[C:18]=1[C:28]1[CH:29]=[N:30][CH:31]=[CH:32][CH:33]=1 |f:0.1.2.3.4.5,7.8,10.11|. Procedure: To a suspension of 0.49 g of lithium aluminum hydride in 50 ml of anhydrous tetrahydrofuran under nitrogen is added dropwise at room temperature a solution of 4.09 g of 3-(5-ethoxycarbonylpentyl)-5-chloro-1-methyl-2-(3-pyridyl)indole in 30 ml of anhydrous tetrahydrofuran. After addition is complete the suspension is stirred for 1 hour at room temperature, and 50 ml of a saturated ammonium chloride solution is added. The reaction mixture is allowed to stand at room temperature overnight and the o... Solvent: C(C)#N (acetonitrile). Yields the product N[C@H](C(NCCOCCOCCC(F)(F)P(OCC)(OCC)=O)=O)CSC[C@@H](COC(CCCCCCCCCCC)=O)OC(CCCCCCCCCCC)=O (diethyl(12R,16R)-12-amino-16-(dodecanoyloxy)-1,1-difluoro-11,19-dioxo-4,7,18-trioxa-14-thia-10-azatriacontylphosphonate). Conditions: temperature 25 celsius. Starting materials: C1=CC=CC=2C3=CC=CC=C3C(C12)COC(=O)N[C@H](C(NCCOCCOCCC(F)(F)P(OCC)(OCC)=O)=O)CSC[C@@H](COC(CCCCCCCCCCC)=O)OC(CCCCCCCCCCC)=O (diethyl(12R,16R)-12-(((9H-fluoren-9-yl)methoxy)carbonylamino)-16-(dodecanoyloxy)-1,1-difluoro-11,19-dioxo-4,7,18-trioxa-14-thia-10-azatriacontylphosphonate), N1CCCCC1 (piperidine), C1(=CC=CC=C1)C (toluene). Procedure: To a solution of diethyl(12R,16R)-12-(((9H-fluoren-9-yl)methoxy)carbonylamino)-16-(dodecanoyloxy)-1,1-difluoro-11,19-dioxo-4,7,18-trioxa-14-thia-10-azatriacontylphosphonate (1 eq) was added 20% piperidine (50 eq) in acetonitrile The resulting mixture was stirred at 25° C. until the smarting material disappeared. To the mixture was added toluene and then concentrated en vaccuo. The crude mixture was purified by flash chromatography on a COMBIFLASH® system (ISCO) using 100% EtOAc then 0-10% MeOH/D... RXN SMILES: C1C2C(COC([NH:18][C@@H:19]([CH2:42][S:43][CH2:44][C@H:45]([O:61][C:62](=[O:74])[CH2:63][CH2:64][CH2:65][CH2:66][CH2:67][CH2:68][CH2:69][CH2:70][CH2:71][CH2:72][CH3:73])[CH2:46][O:47][C:48](=[O:60])[CH2:49][CH2:50][CH2:51][CH2:52][CH2:53][CH2:54][CH2:55][CH2:56][CH2:57][CH2:58][CH3:59])[C:20](=[O:41])[NH:21][CH2:22][CH2:23][O:24][CH2:25][CH2:26][O:27][CH2:28][CH2:29][C:30]([P:33](=[O:40])([O:37][CH2:38][CH3:39])[O:34][CH2:35][CH3:36])([F:32])[F:31])=O)C3C(=CC=CC=3)C=2C=CC=1.N1CCCCC1.C1(C)C=CC=CC=1>C(#N)C>[NH2:18][C@@H:19]([CH2:42][S:43][CH2:44][C@H:45]([O:61][C:62](=[O:74])[CH2:63][CH2:64][CH2:65][CH2:66][CH2:67][CH2:68][CH2:69][CH2:70][CH2:71][CH2:72][CH3:73])[CH2:46][O:47][C:48](=[O:60])[CH2:49][CH2:50][CH2:51][CH2:52][CH2:53][CH2:54][CH2:55][CH2:56][CH2:57][CH2:58][CH3:59])[C:20](=[O:41])[NH:21][CH2:22][CH2:23][O:24][CH2:25][CH2:26][O:27][CH2:28][CH2:29][C:30]([P:33](=[O:40])([O:37][CH2:38][CH3:39])[O:34][CH2:35][CH3:36])([F:32])[F:31].